Task: describe an organic reaction: reactants, conditions, products, and yield. Dataset: the Open Reaction Database (ORD), a public repository of structured organic reaction records Reactants: CO, CCOC(=O)c1cc(-c2ccc(C)cc2)n(-c2ccc(F)cc2)n1, [K+], [OH-]. Product: Cc1ccc(-c2cc(C(=O)O)nn2-c2ccc(F)cc2)cc1. RXN SMILES: [CH3:27][OH:28].[F:1][c:2]1[cH:3][cH:4][c:5](-[n:8]2[n:9][c:10]([C:20](=[O:21])[O:22][CH2:23][CH3:24])[cH:11][c:12]2-[c:13]2[cH:14][cH:15][c:16]([CH3:19])[cH:17][cH:18]2)[cH:6][cH:7]1.[K+:26].[OH-:25]>>[F:1][c:2]1[cH:3][cH:4][c:5](-[n:8]2[n:9][c:10]([C:20](=[O:21])[OH:22])[cH:11][c:12]2-[c:13]2[cH:14][cH:15][c:16]([CH3:19])[cH:17][cH:18]2)[cH:6][cH:7]1.